Dataset: the Open Reaction Database (ORD), a public repository of structured organic reaction records. Task: describe an organic reaction: reactants, conditions, products, and yield The reactants are CC(=O)O, CC(C)(C)C=O, ClCCl, NC1CCC2CN(S(=O)(=O)c3cccc(C(F)(F)F)c3)CC12. The product is CC(C)(C)CNC1CCC2CN(S(=O)(=O)c3cccc(C(F)(F)F)c3)CC21. RXN SMILES: [CH3:29][C:30](=[O:31])[OH:32].[CH:23]([C:24]([CH3:25])([CH3:26])[CH3:27])=[O:28].[Cl:33][CH2:34][Cl:35].[F:1][C:2]([c:3]1[cH:4][c:5]([S:9](=[O:10])(=[O:11])[N:12]2[CH2:13][CH:14]3[CH:15]([CH2:16]2)[CH:17]([NH2:20])[CH2:18][CH2:19]3)[cH:6][cH:7][cH:8]1)([F:21])[F:22]>>[F:1][C:2]([c:3]1[cH:4][c:5]([S:9](=[O:10])(=[O:11])[N:12]2[CH2:13][CH:14]3[CH:15]([CH2:16]2)[CH:17]([NH:20][CH2:23][C:24]([CH3:25])([CH3:26])[CH3:27])[CH2:18][CH2:19]3)[cH:6][cH:7][cH:8]1)([F:21])[F:22]. The solvent is C1=CC=CC=C1 (benzene), C(C)(=O)OCC (ethyl acetate). Run at time 30 minute. RXN SMILES: [CH3:1]/[C:2](/[CH2:6][CH2:7][CH:8]=[C:9]([CH3:11])[CH3:10])=[CH:3]/[CH2:4][OH:5].CC(C)[O-].[Al+3].CC(C)[O-].CC(C)[O-].[N+](C1C=CC=CC=1C=O)([O-])=O.Cl>C1C=CC=CC=1.C(OCC)(=O)C>[CH3:1]/[C:2](/[CH2:6][CH2:7][CH:8]=[C:9]([CH3:11])[CH3:10])=[CH:3]/[CH:4]=[O:5] |f:1.2.3.4|. Yields the product C/C(=C/C=O)/CCC=C(C)C ((2Z)-3,7-dimethyl-2,6-octadien-1-al). Yield: 83.0%. Starting materials: Cl (hydrochloric acid), CC([O-])C.[Al+3].CC([O-])C.CC([O-])C (aluminum isopropoxide), [N+](=O)([O-])C1=C(C=O)C=CC=C1 (2-nitrobenzaldehyde), C/C(=C/CO)/CCC=C(C)C ((2Z)-3,7-Dimethyl-2,6-octadien-1-ol). Procedure: (2Z)-3,7-Dimethyl-2,6-octadien-1-ol (310 mg, 2.0 mmol) was dissolved in benzene (1 mL), added with aluminum isopropoxide (40 mg, 0.1 eq, 0.20 mmol) and 2-nitrobenzaldehyde (390 mg, 1.3 eq, 2.6 mmol) and stirred at room temperature for 1 hour and 30 minutes. The reaction mixture was added with ethyl acetate and made acidic with addition of 2 N hydrochloric acid, and then the organic layer was separated. Subsequently, the organic layer was washed with saturated brine and dried over magnesium sulfa...